Dataset: the Open Reaction Database (ORD), a public repository of structured organic reaction records. Task: describe an organic reaction: reactants, conditions, products, and yield The reactants are [Na+], [OH-], O=S(=O)(O)O, N#CC1(Nc2cccnc2)CCCCC1. Yields the product NC(=O)C1(Nc2cccnc2)CCCCC1. Reaction SMILES: [Na+:17].[OH-:16].[S:18](=[O:19])(=[O:20])([OH:21])[OH:22].[n:1]1[cH:2][c:3]([NH:7][C:8]2([C:14]#[N:15])[CH2:9][CH2:10][CH2:11][CH2:12][CH2:13]2)[cH:4][cH:5][cH:6]1>>[n:1]1[cH:2][c:3]([NH:7][C:8]2([C:14]([NH2:15])=[O:16])[CH2:9][CH2:10][CH2:11][CH2:12][CH2:13]2)[cH:4][cH:5][cH:6]1. The reactants are C(C=CC1=CC=CC=C1)NC=1C=CC(=NC1)C(=O)O (5-cinnamylamino pyridine-2-carboxylic acid), [H][H] (hydrogen). Reagents/catalysts: [Pd] (palladium on charcoal). Product: C1(=CC=CC=C1)CCCNC=1C=CC(=NC1)C(=O)O (5-(3-phenylpropylamino)-pyridine-2-carboxylic acid). Procedure: 3 g of 5-cinnamylamino pyridine-2-carboxylic acid are dissolved in 50 ml of 0.5 N aqueous sodium hydroxide containing 1 ml of ethanol and the solution is hydrogenated over 0.5 g of 10% palladium on charcoal at atmospheric pressure and room temperature. After the hydrogen uptake has ceased, the mixture is filtered and the filtrate acidified with hydrochloric acid. The solution is extracted with ethyl acetate, the extract washed with water, dried, evaporated and the residue crystallized from metha... Solvent: [OH-].[Na+] (sodium hydroxide), C(C)O (ethanol). As a reaction SMILES: [CH2:1]([NH:10][C:11]1[CH:12]=[CH:13][C:14]([C:17]([OH:19])=[O:18])=[N:15][CH:16]=1)[CH:2]=[CH:3][C:4]1[CH:9]=[CH:8][CH:7]=[CH:6][CH:5]=1.[H][H]>[OH-].[Na+].C(O)C.[Pd]>[C:4]1([CH2:3][CH2:2][CH2:1][NH:10][C:11]2[CH:12]=[CH:13][C:14]([C:17]([OH:19])=[O:18])=[N:15][CH:16]=2)[CH:9]=[CH:8][CH:7]=[CH:6][CH:5]=1 |f:2.3|. The reactants are C(C)#N (acetonitrile), ClCC1=CC(=NN1C)C1=CC=C(C=C1)OC(F)(F)F (5-chloromethyl-1-methyl-3-(4-trifluoromethoxy-phenyl)-1H-pyrazole). Reagents/catalysts: [C-]#N.C(CCC)[N+](CCCC)(CCCC)CCCC (tetrabutylammonium cyanide). Yields the product CN1N=C(C=C1CC#N)C1=CC=C(C=C1)OC(F)(F)F ([2-methyl-5-(4-trifluoromethoxy-phenyl)-2H-pyrazol-3-yl]-acetonitrile). As a reaction SMILES: Cl[CH2:2][C:3]1[N:7]([CH3:8])[N:6]=[C:5]([C:9]2[CH:14]=[CH:13][C:12]([O:15][C:16]([F:19])([F:18])[F:17])=[CH:11][CH:10]=2)[CH:4]=1.[C:20](#[N:22])C>[C-]#N.C([N+](CCCC)(CCCC)CCCC)CCC>[CH3:8][N:7]1[C:3]([CH2:2][C:20]#[N:22])=[CH:4][C:5]([C:9]2[CH:14]=[CH:13][C:12]([O:15][C:16]([F:19])([F:18])[F:17])=[CH:11][CH:10]=2)=[N:6]1 |f:2.3|. Procedure: In analogy to the procedure described for example 9 b], 5-chloromethyl-1-methyl-3-(4-trifluoromethoxy-phenyl)-1H-pyrazole was reacted with tetrabutylammonium cyanide in acetonitrile to give [2-methyl-5-(4-trifluoromethoxy-phenyl)-2H-pyrazol-3-yl]-acetonitrile as yellow solid. Starting materials: [H-], CI, [Na+], O=C1Nc2ccc(S(=O)(=O)N3CCCC3COc3ccccc3)cc2C1=O, CN(C)C=O. Product: CN1C(=O)C(=O)c2cc(S(=O)(=O)N3CCCC3COc3ccccc3)ccc21. RXN SMILES: [H-:29].[I:30][CH3:31].[Na+:28].[O:1]([c:2]1[cH:3][cH:4][cH:5][cH:6][cH:7]1)[CH2:8][CH:9]1[N:10]([S:14](=[O:15])(=[O:16])[c:17]2[cH:18][c:19]3[c:23]([cH:24][cH:25]2)[NH:22][C:21](=[O:26])[C:20]3=[O:27])[CH2:11][CH2:12][CH2:13]1.[O:32]=[CH:33][N:34]([CH3:35])[CH3:36]>>[O:1]([c:2]1[cH:3][cH:4][cH:5][cH:6][cH:7]1)[CH2:8][CH:9]1[N:10]([S:14](=[O:15])(=[O:16])[c:17]2[cH:18][c:19]3[c:23]([cH:24][cH:25]2)[N:22]([CH3:31])[C:21](=[O:26])[C:20]3=[O:27])[CH2:11][CH2:12][CH2:13]1. The reactants are COC(=O)C1CN(C(=O)OC(C)(C)C)CCC1=O, [BH3-]C#N, CC(=O)O, CO, Nc1ccccc1CO, [Na+]. Yields the product COC(=O)C1CN(C(=O)OC(C)(C)C)CCC1Nc1ccccc1CO. RXN SMILES: [C:1](=[O:2])([O:3][C:4]([CH3:5])([CH3:6])[CH3:7])[N:8]1[CH2:9][CH:10]([C:15](=[O:16])[O:17][CH3:18])[C:11](=[O:14])[CH2:12][CH2:13]1.[C:32]([BH3-:33])#[N:34].[CH3:28][C:29](=[O:30])[OH:31].[CH3:36][OH:37].[NH2:19][c:20]1[c:21]([CH2:22][OH:23])[cH:24][cH:25][cH:26][cH:27]1.[Na+:35]>>[C:1](=[O:2])([O:3][C:4]([CH3:5])([CH3:6])[CH3:7])[N:8]1[CH2:9][CH:10]([C:15](=[O:16])[O:17][CH3:18])[CH:11]([NH:19][c:20]2[c:21]([CH2:22][OH:23])[cH:24][cH:25][cH:26][cH:27]2)[CH2:12][CH2:13]1. The reactants are COc1cc(Cn2cccc2C=O)c([N+](=O)[O-])cc1OC, CC(=O)O, CCOC(C)=O, [Mg+2], O=S(=O)([O-])[O-]. The product is COc1cc2c(cc1OC)NCc1cccn1C2. Reaction SMILES: [CH3:1][O:2][c:3]1[cH:4][c:5]([N+:19]([O-:20])=[O:21])[c:6]([CH2:11][n:12]2[c:13]([CH:17]=[O:18])[cH:14][cH:15][cH:16]2)[cH:7][c:8]1[O:9][CH3:10].[CH3:22][C:23](=[O:24])[OH:25].[CH3:32][CH2:33][O:34][C:35](=[O:36])[CH3:37].[Mg+2:26].[O-:27][S:28](=[O:29])(=[O:30])[O-:31]>>[CH3:1][O:2][c:3]1[cH:4][c:5]2[c:6]([cH:7][c:8]1[O:9][CH3:10])[CH2:11][n:12]1[c:13]([cH:14][cH:15][cH:16]1)[CH2:17][NH:19]2. The reactants are NC1=NC=2C(=CC=3C(C(N(C3C2)CC)=O)(C)C)N1 (2-Amino-5-ethyl-7,7-dimethyl-5,7-dihydro-1H-imidazo[4,5-f]indol-6-one), C(C1=CC=CC=C1)(=O)Cl (benzoyl chloride), O (water). Procedure details: A solution of D3 (500 mg) and benzoyl chloride (0.6 ml; 5.12 mmol) in pyridine (15 ml) is stirred at RT for 20 h. After completion, water is added and the aqueous layer is extracted with EtOAc. The combined organic layer is washed with hydrochloric acid (1 N), saturated NaHCO3 solution and brine, dried over Na2SO4 and concentrated in vacuo. Purification by flash chromatography on silica gel eluting with CH2Cl2/MeOH (30:1) afford the title compound (484 mg). Solvent: N1=CC=CC=C1 (pyridine). The yield is 67.9%. RXN SMILES: [NH2:1][C:2]1[NH:18][C:5]2=[CH:6][C:7]3[C:8]([CH3:17])([CH3:16])[C:9](=[O:15])[N:10]([CH2:13][CH3:14])[C:11]=3[CH:12]=[C:4]2[N:3]=1.[C:19](Cl)(=[O:26])[C:20]1[CH:25]=[CH:24][CH:23]=[CH:22][CH:21]=1.O>N1C=CC=CC=1>[CH2:13]([N:10]1[C:11]2[CH:12]=[C:4]3[N:3]=[C:2]([NH:1][C:19](=[O:26])[C:20]4[CH:25]=[CH:24][CH:23]=[CH:22][CH:21]=4)[NH:18][C:5]3=[CH:6][C:7]=2[C:8]([CH3:17])([CH3:16])[C:9]1=[O:15])[CH3:14]. Yields the product C(C)N1C(C(C=2C=C3C(=CC12)N=C(N3)NC(C3=CC=CC=C3)=O)(C)C)=O (N-(5-Ethyl-7,7-dimethyl-6-oxo-1,5,6,7-tetrahydro-imidazo[4,5-f]indol-2-yl)-benzamide).